This data is from the Open Reaction Database (ORD), a public repository of structured organic reaction records. The task is: describe an organic reaction: reactants, conditions, products, and yield Starting materials: C1CCOC1, Cl, COC(=O)C1Cc2cc(OC)cc(O)c2C(=O)CS1. The product is COc1cc(O)c2c(c1)CC(C(=O)O)SCC2=O. RXN SMILES: [CH2:21]1[O:22][CH2:23][CH2:24][CH2:25]1.[ClH:20].[OH:1][c:2]1[cH:3][c:4]([O:18][CH3:19])[cH:5][c:6]2[c:12]1[C:11](=[O:13])[CH2:10][S:9][CH:8]([C:14](=[O:15])[O:16][CH3:17])[CH2:7]2>>[OH:1][c:2]1[cH:3][c:4]([O:18][CH3:19])[cH:5][c:6]2[c:12]1[C:11](=[O:13])[CH2:10][S:9][CH:8]([C:14](=[O:15])[OH:16])[CH2:7]2. Reactants: [H-].[Na+] (sodium hydride), N1C(=NC2=C1C=CC=C2)C=2C(=NON2)N (4-(1H-benzoimidazol-2-yl)-furazan-3-ylamine), C[Si](CCOCCl)(C)C (2-(trimethylsilyl)ethoxymethyl chloride). Run in C(C)(=O)OCC (ethyl acetate), O1CCCC1 (tetrahydrofuran). Reaction conditions: temperature 0 celsius, time 10 minute. Yields the product C[Si](CCOCN1C(=NC2=C1C=CC=C2)C=2C(=NON2)N)(C)C (4-[1-(2-Trimethylsilanyl-ethoxymethyl)-1H-benzoimidazol-2-yl]-furazan-3-ylamine). Yield: 94.5%. RXN SMILES: [NH:1]1[C:5]2[CH:6]=[CH:7][CH:8]=[CH:9][C:4]=2[N:3]=[C:2]1[C:10]1[C:11]([NH2:15])=[N:12][O:13][N:14]=1.[H-].[Na+].[CH3:18][Si:19]([CH3:26])([CH3:25])[CH2:20][CH2:21][O:22][CH2:23]Cl>O1CCCC1.C(OCC)(=O)C>[CH3:18][Si:19]([CH3:26])([CH3:25])[CH2:20][CH2:21][O:22][CH2:23][N:3]1[C:4]2[CH:9]=[CH:8][CH:7]=[CH:6][C:5]=2[N:1]=[C:2]1[C:10]1[C:11]([NH2:15])=[N:12][O:13][N:14]=1 |f:1.2|. Procedure details: To a stirred suspension of 0.5 g of 4-(1H-benzoimidazol-2-yl)-furazan-3-ylamine (CAS 332026-86-5) (2.49 mmol; 1.0 eq.) in 15 mL of dry tetrahydrofuran cooled to 0° C. are added portionwise 0.075 g of sodium hydride (2.98 mmol; 1.2 eq.). After stirring for 10 min at 0-5° C., the resulting clear solution is treated with 0.54 mL of 2-(trimethylsilyl)ethoxymethyl chloride (2.91 mmol; 1.17 eq.). The reaction solution is stirred for 0.5 h at 0-5° C. and then diluted with 30 mL of ethyl acetate. The so... As a reaction SMILES: [CH3:3][C:4]([CH3:5])([O:6][C:7](=[O:8])[NH:9][CH:10]([CH2:11][OH:12])[C:13](=[O:14])[OH:15])[CH3:16].[ClH:24].[H-:1].[I:17][CH3:18].[Na+:2].[O:19]=[CH:20][N:21]([CH3:22])[CH3:23]>>[CH3:3][C:4]([CH3:5])([O:6][C:7](=[O:8])[NH:9][CH:10]([CH2:11][O:12][CH3:18])[C:13](=[O:14])[OH:15])[CH3:16]. Product: COCC(NC(=O)OC(C)(C)C)C(=O)O. Reactants: CC(C)(C)OC(=O)NC(CO)C(=O)O, Cl, [H-], CI, [Na+], CN(C)C=O. Yield: 89.4%. Run at temperature 90 celsius. Reported procedure: Prepared according to the method described in Example 12b) from (1S,2R)-4-(2-hydroxy-1-methyl-4-pyridin-3-ylbutoxy)benzeneboronic acid (0.15 g, Example 33), 3-bromo-4-methylphenylsulfonic acid amide (0.25 g, Example 69a)), ethanol (3 ml), 2M aqueous sodium carbonate (0.5 ml) and tetrakis(triphenylphosphine)palladium (0) (0.03 g) with heating at 90° C. for 3 hours. After work-up, the residue was purified by normal-phase HPLC eluting with a gradient of 0-25% ethanol in dichloromethane to give the ... Reagents/catalysts: C=1C=CC(=CC1)[P](C=2C=CC=CC2)(C=3C=CC=CC3)[Pd]([P](C=4C=CC=CC4)(C=5C=CC=CC5)C=6C=CC=CC6)([P](C=7C=CC=CC7)(C=8C=CC=CC8)C=9C=CC=CC9)[P](C=1C=CC=CC1)(C=1C=CC=CC1)C=1C=CC=CC1 (tetrakis(triphenylphosphine)palladium). Solvent: C(C)O (ethanol). As a reaction SMILES: [OH:1][C@H:2]([CH2:15][CH2:16][C:17]1[CH:18]=[N:19][CH:20]=[CH:21][CH:22]=1)[C@H:3]([CH3:14])[O:4][C:5]1[CH:10]=[CH:9][C:8](B(O)O)=[CH:7][CH:6]=1.Br[C:24]1[CH:25]=[C:26]([S:31]([NH2:34])(=[O:33])=[O:32])[CH:27]=[CH:28][C:29]=1[CH3:30].C(=O)([O-])[O-].[Na+].[Na+]>C1C=CC([P]([Pd]([P](C2C=CC=CC=2)(C2C=CC=CC=2)C2C=CC=CC=2)([P](C2C=CC=CC=2)(C2C=CC=CC=2)C2C=CC=CC=2)[P](C2C=CC=CC=2)(C2C=CC=CC=2)C2C=CC=CC=2)(C2C=CC=CC=2)C2C=CC=CC=2)=CC=1.C(O)C>[CH3:30][C:29]1[CH:24]=[CH:25][C:26]([S:31]([NH2:34])(=[O:33])=[O:32])=[CH:27][C:28]=1[C:8]1[CH:9]=[CH:10][C:5]([O:4][C@@H:3]([CH3:14])[C@H:2]([OH:1])[CH2:15][CH2:16][C:17]2[CH:18]=[N:19][CH:20]=[CH:21][CH:22]=2)=[CH:6][CH:7]=1 |f:2.3.4,^1:44,46,65,84|. The product is CC1=C(C=C(C=C1)S(=O)(=O)N)C1=CC=C(C=C1)O[C@H]([C@@H](CCC=1C=NC=CC1)O)C ((1S ,2R)-2-Methyl-4′-(2-hydroxy-1-methyl-4-pyridin-3-yl-butoxy)biphenyl-5-sulfonic acid amide). The reactants are O[C@@H]([C@@H](OC1=CC=C(C=C1)B(O)O)C)CCC=1C=NC=CC1 ((1S,2R)-4-(2-Hydroxy-1-methyl-4-pyridin-3-ylbutoxy)benzeneboronic acid), BrC=1C=C(C=CC1C)S(=O)(=O)N (3-bromo-4-methylphenylsulfonic acid amide), C([O-])([O-])=O.[Na+].[Na+] (sodium carbonate). Starting materials: Cl.COC1=CC=C(C=C1)N1N=C(C2=CC=CC=C12)N1CCNCC1 (1-(4-methoxyphenyl)-3-(1-piperazinyl)-1H-indazole hydrochloride), [N+](=O)([O-])NC(=O)N (nitrourea), CN(C=O)C (dimethylformamide). The solvent is O (H2O). The product is COC1=CC=C(C=C1)N1N=C(C2=CC=CC=C12)N1CCN(CC1)C(=O)N (4-[1-(4-methoxyphenyl)-1H-indazol-3-yl]-1-piperazine carboxamide). The yield is 85.4%. RXN SMILES: Cl.[CH3:2][O:3][C:4]1[CH:9]=[CH:8][C:7]([N:10]2[C:18]3[C:13](=[CH:14][CH:15]=[CH:16][CH:17]=3)[C:12]([N:19]3[CH2:24][CH2:23][NH:22][CH2:21][CH2:20]3)=[N:11]2)=[CH:6][CH:5]=1.[N+]([NH:28][C:29](N)=[O:30])([O-])=O.CN(C)C=O>O>[CH3:2][O:3][C:4]1[CH:9]=[CH:8][C:7]([N:10]2[C:18]3[C:13](=[CH:14][CH:15]=[CH:16][CH:17]=3)[C:12]([N:19]3[CH2:24][CH2:23][N:22]([C:29]([NH2:28])=[O:30])[CH2:21][CH2:20]3)=[N:11]2)=[CH:6][CH:5]=1 |f:0.1|. Reported procedure: A solution of 1-(4-methoxyphenyl)-3-(1-piperazinyl)-1H-indazole hydrochloride (5.0 g, 0.01 mol), nitrourea (4.0 g, 0.04 mol) and dimethylformamide (200 ml) was warmed on a steam bath for 2 hours. The reaction mixture was poured into H2O and the aqueous mixture was extracted with ethyl acetate. The ethyl acetate was dried with MgSO4 and concentrated to 5.3 g of an oil. Crystallization was achieved with toluene affording 3.3 g (65%) of a powder. The powder was recrystallized again from toluene to ... As a reaction SMILES: [CH3:28][O:29][C:30]([CH2:31][O:32][c:33]1[cH:34][cH:35][c:36]([OH:39])[cH:37][cH:38]1)=[O:40].[Cl:1][c:2]1[cH:3][cH:4][c:5](-[c:8]2[n:9][c:10]3[c:11]([n:12]2[CH:13]([CH2:14][OH:15])[CH:16]2[CH2:17][CH2:18][CH2:19][CH2:20][CH2:21]2)[cH:22][c:23]([F:27])[c:24]([F:26])[cH:25]3)[cH:6][cH:7]1>>[Cl:1][c:2]1[cH:3][cH:4][c:5](-[c:8]2[n:9][c:10]3[c:11]([n:12]2[CH:13]([CH2:14][O:15][c:36]2[cH:35][cH:34][c:33]([O:32][CH2:31][C:30]([O:29][CH3:28])=[O:40])[cH:38][cH:37]2)[CH:16]2[CH2:17][CH2:18][CH2:19][CH2:20][CH2:21]2)[cH:22][c:23]([F:27])[c:24]([F:26])[cH:25]3)[cH:6][cH:7]1. The reactants are COC(=O)COc1ccc(O)cc1, OCC(C1CCCCC1)n1c(-c2ccc(Cl)cc2)nc2cc(F)c(F)cc21. Yields the product COC(=O)COc1ccc(OCC(C2CCCCC2)n2c(-c3ccc(Cl)cc3)nc3cc(F)c(F)cc32)cc1. Reactants: COC=1C=C(CN)C=CC1OC (3,4-dimethoxybenzylamine), ClC=1N=C(C2=C(N1)SC(=C2)C(F)(F)F)Cl (2,4dichloro-6-trifluoromethyl-thieno-[2,3-d]-pyrimidine). Product: ClC=1N=C(C2=C(N1)SC(=C2)C(F)(F)F)NCC2=CC(=C(C=C2)OC)OC (2-chloro-6-trifluoromethyl-4-(3,4-dimethoxybenzylamino)-thieno-[2,3-d]-pyrimidine). RXN SMILES: [CH3:1][O:2][C:3]1[CH:4]=[C:5]([CH:8]=[CH:9][C:10]=1[O:11][CH3:12])[CH2:6][NH2:7].[Cl:13][C:14]1[N:15]=[C:16](Cl)[C:17]2[CH:22]=[C:21]([C:23]([F:26])([F:25])[F:24])[S:20][C:18]=2[N:19]=1>>[Cl:13][C:14]1[N:15]=[C:16]([NH:7][CH2:6][C:5]2[CH:8]=[CH:9][C:10]([O:11][CH3:12])=[C:3]([O:2][CH3:1])[CH:4]=2)[C:17]2[CH:22]=[C:21]([C:23]([F:25])([F:26])[F:24])[S:20][C:18]=2[N:19]=1. Procedure details: Following the procedure of Example 1, the reaction of 3,4-dimethoxybenzylamine with 2,4dichloro-6-trifluoromethyl-thieno-[2,3-d]-pyrimidine yields 2-chloro-6-trifluoromethyl-4-(3,4-dimethoxybenzylamino)-thieno-[2,3-d]-pyrimidine.